Task: describe an organic reaction: reactants, conditions, products, and yield. Dataset: the Open Reaction Database (ORD), a public repository of structured organic reaction records Reactants: [Al+3], CCCC1CCC(C(=O)O)CC1, [H-], [H-], [H-], [H-], [Li+], [Na], O. Yields the product CCCC1CCC(CO)CC1. As a reaction SMILES: [Al+3:14].[CH2:1]([CH2:2][CH3:3])[CH:4]1[CH2:5][CH2:6][CH:7]([C:10](=[O:11])[OH:12])[CH2:8][CH2:9]1.[H-:13].[H-:16].[H-:17].[H-:18].[Li+:15].[Na:20].[OH2:19]>>[CH2:1]([CH2:2][CH3:3])[CH:4]1[CH2:5][CH2:6][CH:7]([CH2:10][OH:11])[CH2:8][CH2:9]1. Starting materials: ClC1=C(C(=O)Cl)C=C(C(=C1C#N)Cl)F (2,4-dichloro-3-cyano-5-fluorobenzoyl chloride), FC=1C=C(C=C(C1)C)C (5-fluoro-1,3-xylene), C(#N)C=1C(=C(C(=O)F)C=C(C1F)F)F (3-cyano-2,4,5-trifluoro-benzoyl fluoride), FC=1C=C(C=C(C1)C)C (5-fluoro-1,3-xylene). Product: ClC1=C(C=C(C(=C1C)Cl)F)C (2,4-dichloro-5-fluoro-1,3-dimethylbenzene). Reaction SMILES: [Cl:1][C:2]1[C:10]([C:11]#N)=[C:9]([Cl:13])[C:8]([F:14])=[CH:7][C:3]=1[C:4](Cl)=O.C(C1C(F)=C(C=C(F)C=1F)C(F)=O)#N.FC1C=C(C)C=C(C)C=1>>[Cl:1][C:2]1[C:10]([CH3:11])=[C:9]([Cl:13])[C:8]([F:14])=[CH:7][C:3]=1[CH3:4]. Procedure: An alternative process for preparing the intermediate 2,4-dichloro-3-cyano-5-fluorobenzoyl chloride (European Patent Application 276 700), which can be converted into 3-cyano-2,4,5-trifluoro-benzoyl fluoride, starts with 5-fluoro-1,3-xylene: 5-fluoro-1,3-xylene is dichlorinated at the ring in the presence of a catalyst under ionic conditions to give 2,4-dichloro-5-fluoro-1,3-dimethylbenzene which is subsequently chlorinated in the side chains under radical conditions to give 2,4-dichloro-5-fluor...